Dataset: the Open Reaction Database (ORD), a public repository of structured organic reaction records. Task: describe an organic reaction: reactants, conditions, products, and yield The reactants are O.[OH-].[Li+] (Lithium hydroxide monohydrate), FC(C1=NN=C2N1N=C(C=C2)N2CCC(CC2)C2=CC=C(OCC(=O)[O-])C=C2)(F)F (2-[4-[1-[3-(trifluoromethyl)-[1,2,4]triazolo[4,3-b]pyridazin-6-yl]piperidin-4-yl]phenoxy]acetate), O (water), CO (MeOH). The solvent is C1CCOC1 (THF). Run at time 16 hour. The product is FC(C1=NN=C2N1N=C(C=C2)N2CCC(CC2)C2=CC=C(OCC(=O)O)C=C2)(F)F (2-[4-[1-[3-(trifluoromethyl)-[1,2,4]triazolo[4,3-b]pyridazin-6-yl]piperidin-4-yl]phenoxy]acetic acid). The yield is 81.8%. As a reaction SMILES: O.[OH-].[Li+].[F:4][C:5]([F:33])([F:32])[C:6]1[N:10]2[N:11]=[C:12]([N:15]3[CH2:20][CH2:19][CH:18]([C:21]4[CH:31]=[CH:30][C:24]([O:25][CH2:26][C:27]([O-:29])=[O:28])=[CH:23][CH:22]=4)[CH2:17][CH2:16]3)[CH:13]=[CH:14][C:9]2=[N:8][N:7]=1.O.CO>C1COCC1>[F:33][C:5]([F:4])([F:32])[C:6]1[N:10]2[N:11]=[C:12]([N:15]3[CH2:20][CH2:19][CH:18]([C:21]4[CH:31]=[CH:30][C:24]([O:25][CH2:26][C:27]([OH:29])=[O:28])=[CH:23][CH:22]=4)[CH2:17][CH2:16]3)[CH:13]=[CH:14][C:9]2=[N:8][N:7]=1 |f:0.1.2|. Procedure: Lithium hydroxide monohydrate (0.622 g, 14.81 mmol) was added to 2-[4-[1-[3-(trifluoromethyl)-[1,2,4]triazolo[4,3-b]pyridazin-6-yl]piperidin-4-yl]phenoxy]acetate (1.29 g, 2.96 mmol) in a mixture of THF (20 mL), water (10 mL) and MeOH (5 mL). The resulting mixture was stirred at ambient temperature for 16 hours. The solvents were evaporated then the residues were suspended in water and acidified to pH 4 with 1M citric acid. The resulting precipitate was collected by filtration, washed with water ...